From a dataset of the Open Reaction Database (ORD), a public repository of structured organic reaction records. describe an organic reaction: reactants, conditions, products, and yield Reaction SMILES: Cl[S:2][N:3]([CH2:12][CH2:13][CH3:14])[P:4](=[S:11])([O:8][CH2:9][CH3:10])[O:5][CH2:6][CH3:7].[CH3:15][NH:16][C:17](=[O:30])[O:18][C:19]1[CH:24]=[C:23]([CH3:25])[C:22]([N:26]([CH3:28])[CH3:27])=[C:21]([CH3:29])[CH:20]=1.[O-][Si]([O-])=O.[Mg+2].C(OCC)C>CN(C)C=O.CCCCCC>[CH2:6]([O:5][P:4]([N:3]([CH2:12][CH2:13][CH3:14])[S:2][CH2:15][NH:16][C:17](=[O:30])[O:18][C:19]1[CH:24]=[C:23]([CH3:25])[C:22]([N:26]([CH3:27])[CH3:28])=[C:21]([CH3:29])[CH:20]=1)([O:8][CH2:9][CH3:10])=[S:11])[CH3:7] |f:2.3|. Yields the product C(C)OP(=S)(OCC)N(SCNC(OC1=CC(=C(C(=C1)C)N(C)C)C)=O)CCC (4-(dimethylamino)-3,5-xylyl [[(diethoxyphosphinothioyl)-n-propylamino]thio]methylcarbamate). Starting materials: ClSN(P(OCC)(OCC)=S)CCC (O,O-diethyl N-(chlorothio)-n-propylphosphoramidothioate), C(C)OCC (diethyl ether), C(C)OCC (diethyl ether), CNC(OC1=CC(=C(C(=C1)C)N(C)C)C)=O (4-(dimethylamino)-3,5-xylyl methylcarbamate), [O-][Si](=O)[O-].[Mg+2] (Florisil). Conditions: temperature 25 celsius, time 4 hour. Run in CN(C=O)C (dimethylformamide), petroleum ether, petroleum ether, CCCCCC (hexane). Reported procedure: The crude O,O-diethyl N-(chlorothio)-n-propylphosphoramidothioate (prepared in Preparation I) is cooled in an ice-bath and 2.79 gm. (0.013 mole) of 4-(dimethylamino)-3,5-xylyl methylcarbamate dissolved in 20 ml dimethylformamide (with 2 ml triethylamine added) are mixed as a batch. This reaction mixture is stirred at 25° C. for four hours, and then diluted with hexane. The organic solution is washed with water, dried over anhydrous sodium sulfate, and the organic solvents are removed by evaporat... Starting materials: C1(CCCC1)C=1C(=NC=C(C(=O)O)C1)OCC(F)(F)F (5-cyclopentyl-6-(2,2,2-trifluoro-ethoxy)-nicotinic acid), N1=CN=C(C=C1)N (4-pyrimidinamine), solid. Product: C1(CCCC1)C=1C(=NC=C(C(=O)NC2=NC=NC=C2)C1)OCC(F)(F)F (5-cyclopentyl-N-pyrimidin-4-yl-6-(2,2,2-trifluoro-ethoxy)-nicotinamide). As a reaction SMILES: [CH:1]1([C:6]2[C:7]([O:15][CH2:16][C:17]([F:20])([F:19])[F:18])=[N:8][CH:9]=[C:10]([CH:14]=2)[C:11]([OH:13])=O)[CH2:5][CH2:4][CH2:3][CH2:2]1.[N:21]1[CH:26]=[CH:25][C:24]([NH2:27])=[N:23][CH:22]=1>>[CH:1]1([C:6]2[C:7]([O:15][CH2:16][C:17]([F:20])([F:19])[F:18])=[N:8][CH:9]=[C:10]([CH:14]=2)[C:11]([NH:27][C:24]2[CH:25]=[CH:26][N:21]=[CH:22][N:23]=2)=[O:13])[CH2:2][CH2:3][CH2:4][CH2:5]1. Reported procedure: This compound was prepared following the same procedure as described in Example 11 using 5-cyclopentyl-6-(2,2,2-trifluoro-ethoxy)-nicotinic acid (Example 9c) (100 mg, 0.35 mmol) and 4-pyrimidinamine (CAN 591-54-8, 39.5 mg, 0.41 mmol) as starting materials; off white solid (63 mg, 49.7%). MS (ESI): 367.2 (M+H)+. The reactants are BrB(Br)Br, ClCCl, O=C(Nc1cccnn1)N1CC(Oc2ccc(-c3cccc(OCCOCc4ccccc4)c3)cn2)C1. The product is O=C(Nc1cccnn1)N1CC(Oc2ccc(-c3cccc(OCCO)c3)cn2)C1. RXN SMILES: [B:38]([Br:39])([Br:40])[Br:41].[Cl:42][CH2:43][Cl:44].[n:1]1[n:2][c:3]([NH:7][C:8](=[O:9])[N:10]2[CH2:11][CH:12]([O:14][c:15]3[n:16][cH:17][c:18](-[c:21]4[cH:22][c:23]([O:27][CH2:28][CH2:29][O:30][CH2:31][c:32]5[cH:33][cH:34][cH:35][cH:36][cH:37]5)[cH:24][cH:25][cH:26]4)[cH:19][cH:20]3)[CH2:13]2)[cH:4][cH:5][cH:6]1>>[n:1]1[n:2][c:3]([NH:7][C:8](=[O:9])[N:10]2[CH2:11][CH:12]([O:14][c:15]3[n:16][cH:17][c:18](-[c:21]4[cH:22][c:23]([O:27][CH2:28][CH2:29][OH:30])[cH:24][cH:25][cH:26]4)[cH:19][cH:20]3)[CH2:13]2)[cH:4][cH:5][cH:6]1. The reactants are [Br-], C=C[Mg+], Cl, O=C1CN2CCC1CC2, [Na+], C1CCOC1, [OH-]. Product: C=CC1(O)CN2CCC1CC2. RXN SMILES: [Br-:10].[CH:11](=[CH2:12])[Mg+:13].[ClH:14].[N:1]12[CH2:2][C:3](=[O:9])[CH:4]([CH2:5][CH2:6]1)[CH2:7][CH2:8]2.[Na+:16].[O:17]1[CH2:18][CH2:19][CH2:20][CH2:21]1.[OH-:15]>>[N:1]12[CH2:2][C:3]([OH:9])([CH:11]=[CH2:12])[CH:4]([CH2:5][CH2:6]1)[CH2:7][CH2:8]2.